Dataset: the Open Reaction Database (ORD), a public repository of structured organic reaction records. Task: describe an organic reaction: reactants, conditions, products, and yield Reactants: CC(c1ccc(-c2ccc(F)cc2F)cc1)N1CCC(CCOC(=O)Oc2ccc([N+](=O)[O-])cc2)(c2ccc(F)cc2)OC1=O, C1CCOC1, CN. Yields the product CNC(=O)OCCC1(c2ccc(F)cc2)CCN(C(C)c2ccc(-c3ccc(F)cc3F)cc2)C(=O)O1. RXN SMILES: [C:3]([O:4][CH2:5][CH2:6][C:7]1([c:30]2[cH:31][cH:32][c:33]([F:36])[cH:34][cH:35]2)[CH2:8][CH2:9][N:10]([CH:14]([CH3:15])[c:16]2[cH:17][cH:18][c:19](-[c:22]3[c:23]([F:29])[cH:24][c:25]([F:28])[cH:26][cH:27]3)[cH:20][cH:21]2)[C:11](=[O:13])[O:12]1)([O:37][c:39]1[cH:40][cH:41][c:42]([N+:43]([O-:44])=[O:45])[cH:46][cH:47]1)=[O:38].[CH2:48]1[O:49][CH2:50][CH2:51][CH2:52]1.[CH3:1][NH2:2]>>[CH3:1][NH:2][C:3]([O:4][CH2:5][CH2:6][C:7]1([c:30]2[cH:31][cH:32][c:33]([F:36])[cH:34][cH:35]2)[CH2:8][CH2:9][N:10]([CH:14]([CH3:15])[c:16]2[cH:17][cH:18][c:19](-[c:22]3[c:23]([F:29])[cH:24][c:25]([F:28])[cH:26][cH:27]3)[cH:20][cH:21]2)[C:11](=[O:13])[O:12]1)=[O:37].